Dataset: the Open Reaction Database (ORD), a public repository of structured organic reaction records. Task: describe an organic reaction: reactants, conditions, products, and yield Product: C1(=CC=C(C=C1)C1=C(C(=O)O)C=CC(=C1)C(=O)O)C (2-(4-toluyl)terephthalic acid). Reactants: COC(C1=C(C=C(C(=O)OC)C=C1)C1=CC=C(C=C1)C)=O (Dimethyl-2-(4-tolyl)terephthalate), [OH-].[Na+] (NaOH). Reported procedure: Dimethyl-2-(4-tolyl)terephthalate (11.88 g) was suspended in methanol (99 ml). 5M NaOH (50 ml) was added. The reaction mixture was heated at reflux for 1.5 hours. The methanol was removed under reduced pressure. The residue was treated with ethyl acetate and water and the layers separated. The aqueous layer was washed once with ethyl acetate. The aqueous layer was then acidified with 2N HCl and extracted three times with ethyl acetate. These combined organic extracts were then dried over MgSO4, ... Run in CO (methanol). RXN SMILES: C[O:2][C:3](=[O:21])[C:4]1[CH:13]=[CH:12][C:7]([C:8]([O:10]C)=[O:9])=[CH:6][C:5]=1[C:14]1[CH:19]=[CH:18][C:17]([CH3:20])=[CH:16][CH:15]=1.[OH-].[Na+]>CO>[C:17]1([CH3:20])[CH:16]=[CH:15][C:14]([C:5]2[CH:6]=[C:7]([C:8]([OH:10])=[O:9])[CH:12]=[CH:13][C:4]=2[C:3]([OH:21])=[O:2])=[CH:19][CH:18]=1 |f:1.2|. Yield: 66.2%. The reactants are CC(=O)O, CCOC(CN1C(=O)c2ccccc2C1C(C)[N+](=O)[O-])OCC, [H][H], O. Product: CCOC(CN1C(=O)c2ccccc2C1C(C)N)OCC. As a reaction SMILES: [C:27]([OH:28])(=[O:29])[CH3:30].[CH2:1]([CH3:2])[O:3][CH:4]([CH2:5][N:6]1[C:7](=[O:20])[c:8]2[cH:9][cH:10][cH:11][cH:12][c:13]2[CH:14]1[CH:15]([CH3:16])[N+:17]([O-:18])=[O:19])[O:21][CH2:22][CH3:23].[H:24][H:25].[OH2:26]>>[CH2:1]([CH3:2])[O:3][CH:4]([CH2:5][N:6]1[C:7](=[O:20])[c:8]2[cH:9][cH:10][cH:11][cH:12][c:13]2[CH:14]1[CH:15]([CH3:16])[NH2:17])[O:21][CH2:22][CH3:23].